Dataset: the Open Reaction Database (ORD), a public repository of structured organic reaction records. Task: describe an organic reaction: reactants, conditions, products, and yield Starting materials: C(C1=CC=CC=C1)OC(NC1=C(C=C(C=C1)CBr)F)=O ((4-bromomethyl-2-fluoro-phenyl)-carbamic acid benzyl ester), C(C=C)OC(=O)C1CSCC(C1=O)NC(=O)OC(C)(C)C (5-tert-butoxycarbonylamino-4-oxo-tetrahydro-thiopyran-3-carboxylic acid allyl ester). As a reaction SMILES: [CH2:1]([O:8][C:9](=[O:20])[NH:10][C:11]1[CH:16]=[CH:15][C:14]([CH2:17]Br)=[CH:13][C:12]=1[F:19])[C:2]1[CH:7]=[CH:6][CH:5]=[CH:4][CH:3]=1.[CH2:21]([O:24][C:25]([CH:27]1[C:32](=[O:33])[CH:31]([NH:34][C:35]([O:37][C:38]([CH3:41])([CH3:40])[CH3:39])=[O:36])[CH2:30][S:29][CH2:28]1)=[O:26])[CH:22]=[CH2:23]>C1CCCCC1.CCOC(C)=O>[CH2:21]([O:24][C:25]([C@@:27]1([CH2:17][C:14]2[CH:15]=[CH:16][C:11]([NH:10][C:9]([O:8][CH2:1][C:2]3[CH:7]=[CH:6][CH:5]=[CH:4][CH:3]=3)=[O:20])=[C:12]([F:19])[CH:13]=2)[C:32](=[O:33])[CH:31]([NH:34][C:35]([O:37][C:38]([CH3:41])([CH3:40])[CH3:39])=[O:36])[CH2:30][S:29][CH2:28]1)=[O:26])[CH:22]=[CH2:23] |f:2.3|. Solvent: C1CCCCC1.CCOC(=O)C (cyclohexane EtOAc). Reported procedure: The title compound was prepared in analogous manner as described for example 1c from (4-bromomethyl-2-fluoro-phenyl)-carbamic acid benzyl ester (37 g, 109 mmol) and 5-tert-butoxycarbonylamino-4-oxo-tetrahydro-thiopyran-3-carboxylic acid allyl ester (33 g, 105 mmol, example 1b) to yield a diastereomeric mixture of a yellow solid: TLC (cyclohexane-EtOAc 1:1) Rf=0.77; ESIMS [M+NH4]+=590; LCMS [M+NH4]+=590, RtI=1.60 min. Yields the product C(C=C)OC(=O)[C@@]1(CSCC(C1=O)NC(=O)OC(C)(C)C)CC1=CC(=C(C=C1)NC(=O)OCC1=CC=CC=C1)F ((R*)-3-(4-Benzyloxycarbonylamino-3-fluoro-benzyl)-5-tert-butoxycarbonylamino-4-oxo-tetrahydro-thiopyran-3-carboxylic acid allyl ester).